This data is from the Open Reaction Database (ORD), a public repository of structured organic reaction records. The task is: describe an organic reaction: reactants, conditions, products, and yield Reaction conditions: temperature 50 celsius. Procedure: Compound (2) (20 g, 88.9 mmols) was dissolved in THF (150 ml), and nitric acid (6.7 ml, 60% aq. solution, 1 eq) was added. Diethylether was added to the clear solution until it remained turbid, and the mixture was left in the freezer for crystallization. The white crystals of nitrate (quantit. yield) were added in small portions to well-chilled sulfuric acid (150 ml), never allowing the temperature to reach 10° C., whereafter the mixture was warmed at 50° C. for 10 min. The resulting brown solut... Solvent: C(C)OCC (Diethylether), C1CCOC1 (THF). RXN SMILES: [CH3:1][C:2]1[CH:7]=[C:6]([CH2:8][CH2:9][C:10]2[CH:15]=[CH:14][CH:13]=[CH:12][CH:11]=2)[CH:5]=[C:4]([CH3:16])[N:3]=1.[N+:17]([O-])([OH:19])=[O:18].[N+]([O-])([O-])=O.S(=O)(=O)(O)O.C(=O)([O-])O.[Na+]>C1COCC1.C(OCC)C>[CH3:1][C:2]1[CH:7]=[C:6]([CH2:8][CH2:9][C:10]2[CH:15]=[CH:14][C:13]([N+:17]([O-:19])=[O:18])=[CH:12][CH:11]=2)[CH:5]=[C:4]([CH3:16])[N:3]=1 |f:4.5|. Starting materials: S(O)(O)(=O)=O (sulfuric acid), CC1=NC(=CC(=C1)CCC1=CC=CC=C1)C (2,6-Dimethyl-4-(2-phenylethyl)pyridine), [N+](=O)(O)[O-] (nitric acid), [N+](=O)([O-])[O-] (nitrate), C(O)([O-])=O.[Na+] (sodium hydrogen carbonate). The product is CC1=NC(=CC(=C1)CCC1=CC=C(C=C1)[N+](=O)[O-])C (2,6-Dimethyl-4-(2-(4-nitrophenyl)ethyl) pyridine). The yield is 64.0%. Reported procedure: Sodium hydride (60% in oil, 45.3 mg, 1.13 mmol) was added to a stirred solution of cyclopropyl[1-(2,4-dichlorophenyl)-1,2,3,4-tetrahydropyrimido[1,2-a]benzimidazol-6-yl]methanol (400 mg, 1.03 mmol) in N,N-dimethylformamide (3.0 mL) at 0° C. After stirring 5 min, methyl iodide (219 mg, 1.55 mmol) was added to the mixture, and the mixture was stirred at room temperature for 5 hr. The mixture was diluted with water, and extracted with ethyl acetate. The combined organic layer was washed with brine,... Product: C1(CC1)C(C1=CC=CC2=C1N1C(=N2)N(CCC1)C1=C(C=C(C=C1)Cl)Cl)OC (6-[Cyclopropyl(methoxy)methyl]-1-(2,4-dichlorophenyl)-1,2,3,4-tetrahydropyrimido[1,2-a]benzimidazole). Run in O (water), CN(C=O)C (N,N-dimethylformamide). Starting materials: [H-].[Na+] (Sodium hydride), C1(CC1)C(O)C1=CC=CC2=C1N1C(=N2)N(CCC1)C1=C(C=C(C=C1)Cl)Cl (cyclopropyl[1-(2,4-dichlorophenyl)-1,2,3,4-tetrahydropyrimido[1,2-a]benzimidazol-6-yl]methanol), CI (methyl iodide). Reaction conditions: time 5 minute. As a reaction SMILES: [H-].[Na+].[CH:3]1([CH:6]([C:8]2[C:13]3[N:14]4[CH2:20][CH2:19][CH2:18][N:17]([C:21]5[CH:26]=[CH:25][C:24]([Cl:27])=[CH:23][C:22]=5[Cl:28])[C:15]4=[N:16][C:12]=3[CH:11]=[CH:10][CH:9]=2)[OH:7])[CH2:5][CH2:4]1.[CH3:29]I>CN(C)C=O.O>[CH:3]1([CH:6]([O:7][CH3:29])[C:8]2[C:13]3[N:14]4[CH2:20][CH2:19][CH2:18][N:17]([C:21]5[CH:26]=[CH:25][C:24]([Cl:27])=[CH:23][C:22]=5[Cl:28])[C:15]4=[N:16][C:12]=3[CH:11]=[CH:10][CH:9]=2)[CH2:5][CH2:4]1 |f:0.1|. The reactants are CC(C)CC(C(=O)OC(C)(C)C)N1C(=O)NC(C)(c2ccc(Br)cc2)C1=O, BrCc1ccccc1, [H-], [Na+], CN(C)C=O. The product is CC(C)CC(C(=O)OC(C)(C)C)N1C(=O)N(Cc2ccccc2)C(C)(c2ccc(Br)cc2)C1=O. As a reaction SMILES: [Br:11][c:12]1[cH:13][cH:14][c:15]([C:18]2([CH3:37])[NH:19][C:20](=[O:36])[N:21]([CH:24]([C:25](=[O:26])[O:27][C:28]([CH3:29])([CH3:30])[CH3:31])[CH2:32][CH:33]([CH3:34])[CH3:35])[C:22]2=[O:23])[cH:16][cH:17]1.[Br:1][CH2:2][c:3]1[cH:4][cH:5][cH:6][cH:7][cH:8]1.[H-:9].[Na+:10].[O:38]=[CH:39][N:40]([CH3:41])[CH3:42]>>[CH2:2]([c:3]1[cH:4][cH:5][cH:6][cH:7][cH:8]1)[N:19]1[C:18]([c:15]2[cH:14][cH:13][c:12]([Br:11])[cH:17][cH:16]2)([CH3:37])[C:22](=[O:23])[N:21]([CH:24]([C:25](=[O:26])[O:27][C:28]([CH3:29])([CH3:30])[CH3:31])[CH2:32][CH:33]([CH3:34])[CH3:35])[C:20]1=[O:36]. Starting materials: crude product, NCC1=CC=C(C(=O)NC2=C(C=C(C=C2C)C(C(F)(F)F)(C(F)(F)F)F)CC)C=C1 (4-(aminomethyl)-N-[2-ethyl-4-(1,1,1,2,3,3,3-heptafluoro-propan-2-yl)-6-methylphenyl]benzamide), C(C)(=O)OC(C)=O (acetic anhydride). The solvent is O (water), O1CCCC1 (tetrahydrofuran). Run at time 2 hour. Product: C(C)(=O)NCC1=CC=C(C(=O)NC2=C(C=C(C=C2C)C(C(F)(F)F)(C(F)(F)F)F)CC)C=C1 (4-(acetamidomethyl)-N-[2-ethyl-4-(1,1,1,2,3,3,3-heptafluoropropan-2-yl)-6-methyl-phenyl]benzamide). Yield: 82.3%. RXN SMILES: [NH2:1][CH2:2][C:3]1[CH:30]=[CH:29][C:6]([C:7]([NH:9][C:10]2[C:15]([CH3:16])=[CH:14][C:13]([C:17]([F:26])([C:22]([F:25])([F:24])[F:23])[C:18]([F:21])([F:20])[F:19])=[CH:12][C:11]=2[CH2:27][CH3:28])=[O:8])=[CH:5][CH:4]=1.[C:31](OC(=O)C)(=[O:33])[CH3:32]>O1CCCC1.O>[C:31]([NH:1][CH2:2][C:3]1[CH:4]=[CH:5][C:6]([C:7]([NH:9][C:10]2[C:15]([CH3:16])=[CH:14][C:13]([C:17]([F:26])([C:18]([F:19])([F:20])[F:21])[C:22]([F:23])([F:24])[F:25])=[CH:12][C:11]=2[CH2:27][CH3:28])=[O:8])=[CH:29][CH:30]=1)(=[O:33])[CH3:32]. Reported procedure: The crude product of 4-(aminomethyl)-N-[2-ethyl-4-(1,1,1,2,3,3,3-heptafluoro-propan-2-yl)-6-methylphenyl]benzamide (0.30 g) was dissolved in tetrahydrofuran (5 ml). To the solution, acetic anhydride (0.07 g) was added and the mixture was stirred at room temperature for 2 hours. The reaction solution was diluted with water and extracted twice with ethyl acetate. The organic phases were combined, washed with 2N hydrochloric acid and dried over magnesium sulfate. After filtering off the drying agen...